This data is from the Open Reaction Database (ORD), a public repository of structured organic reaction records. The task is: describe an organic reaction: reactants, conditions, products, and yield Reactants: ClCCl, O=C(Cl)c1cc(-c2ccc(Cl)cc2)c(-c2ccc(Cl)cc2Cl)nc1Cl, NN1CCCCC1. As a reaction SMILES: [CH2:33]([Cl:34])[Cl:35].[Cl:1][c:2]1[n:3][c:4](-[c:18]2[c:19]([Cl:25])[cH:20][c:21]([Cl:24])[cH:22][cH:23]2)[c:5](-[c:11]2[cH:12][cH:13][c:14]([Cl:17])[cH:15][cH:16]2)[cH:6][c:7]1[C:8](=[O:9])[Cl:10].[NH2:26][N:27]1[CH2:28][CH2:29][CH2:30][CH2:31][CH2:32]1>>[Cl:1][c:2]1[n:3][c:4](-[c:18]2[c:19]([Cl:25])[cH:20][c:21]([Cl:24])[cH:22][cH:23]2)[c:5](-[c:11]2[cH:12][cH:13][c:14]([Cl:17])[cH:15][cH:16]2)[cH:6][c:7]1[C:8](=[O:9])[NH:26][N:27]1[CH2:28][CH2:29][CH2:30][CH2:31][CH2:32]1. Yields the product O=C(NN1CCCCC1)c1cc(-c2ccc(Cl)cc2)c(-c2ccc(Cl)cc2Cl)nc1Cl.